The task is: describe an organic reaction: reactants, conditions, products, and yield. This data is from the Open Reaction Database (ORD), a public repository of structured organic reaction records. Starting materials: OC1(c2ccc(Br)s2)CCCCC1, CCOC(C)=O, CCOCC, C[Si](C)(C)N=[N+]=[N-], O. Product: [N-]=[N+]=NC1(c2ccc(Br)s2)CCCCC1. RXN SMILES: [Br:1][c:2]1[cH:3][cH:4][c:5]([C:7]2([OH:13])[CH2:8][CH2:9][CH2:10][CH2:11][CH2:12]2)[s:6]1.[CH3:21][CH2:22][O:23][C:24](=[O:25])[CH3:26].[CH3:27][CH2:28][O:29][CH2:30][CH3:31].[N:14](=[N+:15]=[N-:16])[Si:17]([CH3:18])([CH3:19])[CH3:20].[OH2:32]>>[Br:1][c:2]1[cH:3][cH:4][c:5]([C:7]2([N:14]=[N+:15]=[N-:16])[CH2:8][CH2:9][CH2:10][CH2:11][CH2:12]2)[s:6]1. Reaction conditions: temperature 50 celsius. Reported procedure: A solution of tert-butyl (7bR,11aS)-6-amino-1,2,7b,10,11,11a-hexahydro-4H-[1,4] oxazepino[6,5,4-hi]pyrido[4,3-b]indole-9(8H)Carboxylate from Example 56, Part B (968 mg, 2.81 mmol), 3-bromo-2-methoxy-5-methylpyridine (515 mg, 2.55 mmol), and NaOt-Bu (404 mg, 4.20 mmol) in anhydrous toluene (40 mL) was stirred under an argon atmosphere in a sealable test tube. The mixture was degassed with argon at 85° C. for 30 min then cooled to 50° C. Tris(dibenzylideneacetone)dipalladium(0) (62 mg, 67 μmol) an... Reagents/catalysts: C=1C=CC(=CC1)/C=C/C(=O)/C=C/C2=CC=CC=C2.C=1C=CC(=CC1)/C=C/C(=O)/C=C/C2=CC=CC=C2.C=1C=CC(=CC1)/C=C/C(=O)/C=C/C2=CC=CC=C2.[Pd].[Pd] (Tris(dibenzylideneacetone)dipalladium(0)), C1(=CC=CC=C1)P(C1=C(C2=CC=CC=C2C=C1)C1=C(C=CC2=CC=CC=C12)P(C1=CC=CC=C1)C1=CC=CC=C1)C1=CC=CC=C1 (2,2′-bis(diphenylphosphino)-1,1′-binaphthyl). RXN SMILES: [NH2:1][C:2]1[CH:3]=[C:4]2[C:8]3=[C:9]([CH2:11][O:12][CH2:13][CH2:14][N:7]3[C@H:6]3[CH2:15][CH2:16][N:17]([C:19]([O:21][C:22]([CH3:25])([CH3:24])[CH3:23])=[O:20])[CH2:18][C@@H:5]23)[CH:10]=1.Br[C:27]1[C:28]([O:34][CH3:35])=[N:29][CH:30]=[C:31]([CH3:33])[CH:32]=1.CC([O-])(C)C.[Na+]>C1(C)C=CC=CC=1.CCOC(C)=O.C1C=CC(/C=C/C(/C=C/C2C=CC=CC=2)=O)=CC=1.C1C=CC(/C=C/C(/C=C/C2C=CC=CC=2)=O)=CC=1.C1C=CC(/C=C/C(/C=C/C2C=CC=CC=2)=O)=CC=1.[Pd].[Pd].C1(P(C2C=CC=CC=2)C2C=CC3C(=CC=CC=3)C=2C2C3C(=CC=CC=3)C=CC=2P(C2C=CC=CC=2)C2C=CC=CC=2)C=CC=CC=1>[CH3:35][O:34][C:28]1[C:27]([NH:1][C:2]2[CH:3]=[C:4]3[C:8]4=[C:9]([CH2:11][O:12][CH2:13][CH2:14][N:7]4[C@H:6]4[CH2:15][CH2:16][N:17]([C:19]([O:21][C:22]([CH3:25])([CH3:24])[CH3:23])=[O:20])[CH2:18][C@@H:5]34)[CH:10]=2)=[CH:32][C:31]([CH3:33])=[CH:30][N:29]=1 |f:2.3,6.7.8.9.10|. The product is COC1=NC=C(C=C1NC=1C=C2[C@H]3[C@@H](N4C2=C(C1)COCC4)CCN(C3)C(=O)OC(C)(C)C)C (tert-butyl (7bR,11aS)-6-(2-methoxy-5-methyl-3-pyridinyl)amino-1,2,7b, 10,11,11 a-hexahydro-4H-[1,4]oxazepino[6,5,4-hi]pyrido[4,3-b]indole-9(8H)-carboxylate). Reactants: NC=1C=C2[C@H]3[C@@H](N4C2=C(C1)COCC4)CCN(C3)C(=O)OC(C)(C)C (tert-butyl (7bR,11aS)-6-amino-1,2,7b,10,11,11a-hexahydro-4H-[1,4] oxazepino[6,5,4-hi]pyrido[4,3-b]indole-9(8H)Carboxylate), BrC=1C(=NC=C(C1)C)OC (3-bromo-2-methoxy-5-methylpyridine), CC(C)(C)[O-].[Na+] (NaOt-Bu). The yield is 89.0%. Run in C1(=CC=CC=C1)C (toluene), CCOC(=O)C (EtOAc). The reactants are NC=1C(=C(C(=O)OC)C=CC1F)C (methyl 3-amino-4-fluoro-2-methylbenzoate), N(=O)[O-].[Na+] (sodium nitrite), CC(C)(C)S (2-methylpropane-2-thiol), C(C)(=O)[O-].[K+] (potassium acetate). Run in Cl (hydrochloric acid), O (water), C(C)O (ethanol). Run at time 2 hour. Product: C(C)(C)(C)SN=NC=1C(=C(C(=O)OC)C=CC1F)C (methyl 3-[(tert-butylthio)diazenyl]-4-fluoro-2-methylbenzoate). Isolated yield 62.2%. RXN SMILES: [NH2:1][C:2]1[C:3]([CH3:13])=[C:4]([CH:9]=[CH:10][C:11]=1[F:12])[C:5]([O:7][CH3:8])=[O:6].[N:14]([O-])=O.[Na+].C([O-])(=O)C.[K+].[CH3:23][C:24]([SH:27])([CH3:26])[CH3:25]>Cl.O.C(O)C>[C:24]([S:27][N:14]=[N:1][C:2]1[C:3]([CH3:13])=[C:4]([CH:9]=[CH:10][C:11]=1[F:12])[C:5]([O:7][CH3:8])=[O:6])([CH3:26])([CH3:25])[CH3:23] |f:1.2,3.4|. Procedure details: To a solution of methyl 3-amino-4-fluoro-2-methylbenzoate (3.00 g, 16.4 mmol) in hydrochloric acid (6 N, 54.6 mL) was added a solution of sodium nitrite (1.24 g, 18.0 mmol) in water (3 mL) at 0° C., and the mixture was stirred for 2 hr. To the reaction solution was added aqueous potassium acetate solution (30%) at 0° C. to adjust the reaction solution to pH 4, and a solution of 2-methylpropane-2-thiol (2.03 mL, 18.0 mmol) in ethanol (3 mL) was added. The reaction solution was stirred at room tem... Starting materials: C(O)([O-])=O.[Na+] (Sodium hydrogencarbonate), CN(CCO)C1=C(C=C(C=C1)C(F)(F)F)[N+](=O)[O-] (4-[N-methyl--N-(2-hydroxyethyl)-amino]-3-nitrobenzotrifluoride), O.C1(=CC=C(C=C1)S(=O)(=O)O)C (p-toluenesulfonic acid monohydrate), O1CCCC=C1 (3,4-dihydro-2H-pyran). Run in O1CCCC1 (tetrahydrofuran). Run at time 4.5 hour. The product is CN(CCOC1OCCCC1)C1=C(C=C(C=C1)C(F)(F)F)[N+](=O)[O-] (4-[N-methyl-N-[2-(2-tetrahydro-2H-pyranyl) oxyethyl]amino]-3-nitrobenzotrifluoride). As a reaction SMILES: [CH3:1][N:2]([C:6]1[CH:11]=[CH:10][C:9]([C:12]([F:15])([F:14])[F:13])=[CH:8][C:7]=1[N+:16]([O-:18])=[O:17])[CH2:3][CH2:4][OH:5].O.C1(C)C=CC(S(O)(=O)=O)=CC=1.[O:31]1[CH:36]=[CH:35][CH2:34][CH2:33][CH2:32]1.C(=O)([O-])O.[Na+]>O1CCCC1>[CH3:1][N:2]([C:6]1[CH:11]=[CH:10][C:9]([C:12]([F:15])([F:14])[F:13])=[CH:8][C:7]=1[N+:16]([O-:18])=[O:17])[CH2:3][CH2:4][O:5][CH:32]1[CH2:33][CH2:34][CH2:35][CH2:36][O:31]1 |f:1.2,4.5|. Procedure: A mixture of 4-[N-methyl--N-(2-hydroxyethyl)-amino]-3-nitrobenzotrifluoride (29.0 g, 110 mmol), p-toluenesulfonic acid monohydrate (2.09 g, 11.0 mmol), 3,4-dihydro-2H-pyran (18.5 g, 220 mmol) and tetrahydrofuran (600 ml) was stirred at room temperature for 4.5 hours. Sodium hydrogencarbonate (10 g) was added to the reaction mixture and the resulting mixture was stirred at room temperature for 30 minutes, after which the insoluble materials were filtered off. The filtrate was concentrated under r... Reactants: FC1=C(C#N)C=CC=C1 (2-fluorobenzonitrile), C1NCCC2=CC=CC=C12 (1,2,3,4-tetrahydroisoquinoline). Product: C1N(CCC2=CC=CC=C12)C1=C(C#N)C=CC=C1 (2-(1,2,3,4-Tetrahydroisoquinoline-2-yl)benzonitrile). RXN SMILES: F[C:2]1[CH:9]=[CH:8][CH:7]=[CH:6][C:3]=1[C:4]#[N:5].[CH2:10]1[C:19]2[C:14](=[CH:15][CH:16]=[CH:17][CH:18]=2)[CH2:13][CH2:12][NH:11]1>>[CH2:10]1[C:19]2[C:14](=[CH:15][CH:16]=[CH:17][CH:18]=2)[CH2:13][CH2:12][N:11]1[C:2]1[CH:9]=[CH:8][CH:7]=[CH:6][C:3]=1[C:4]#[N:5]. Procedure: According to a similar manner to that in Reference Example 12, the title compound was synthesized from 2-fluorobenzonitrile and 1,2,3,4-tetrahydroisoquinoline. The reactants are CC[Si](Cl)(CC)CC, C1CCOC1, [Li]CCCC, C[Si](C)(C)OCC(=O)O[Si](C)(C)C, CC(C)NC(C)C. The product is CC[Si](CC)(CC)OC(=CO[Si](C)(C)C)O[Si](C)(C)C. Reaction SMILES: [CH2:13]([CH3:14])[Si:15]([CH2:16][CH3:17])([CH2:18][CH3:19])[Cl:20].[CH2:34]1[O:35][CH2:36][CH2:37][CH2:38]1.[CH2:8]([Li:9])[CH2:10][CH2:11][CH3:12].[CH3:21][Si:22]([CH3:23])([CH3:24])[O:25][C:26]([CH2:27][O:28][Si:29]([CH3:30])([CH3:31])[CH3:32])=[O:33].[CH:1]([NH:2][CH:3]([CH3:4])[CH3:5])([CH3:6])[CH3:7]>>[CH2:13]([CH3:14])[Si:15]([CH2:16][CH3:17])([CH2:18][CH3:19])[O:33][C:26]([O:25][Si:22]([CH3:21])([CH3:23])[CH3:24])=[CH:27][O:28][Si:29]([CH3:30])([CH3:31])[CH3:32]. Starting materials: CS(C)=O, C[S+](C)(C)=O, C=C(C(=O)OCC)c1c(OC)cccc1OC, [I-], O. Yields the product CCOC(=O)C1(c2c(OC)cccc2OC)CC1. RXN SMILES: [CH3:25][S:26]([CH3:27])=[O:28].[CH3:2][S+:3]([CH3:4])([CH3:5])=[O:6].[CH3:7][O:8][c:9]1[c:10]([C:17]([C:18](=[O:19])[O:20][CH2:21][CH3:22])=[CH2:23])[c:11]([O:15][CH3:16])[cH:12][cH:13][cH:14]1.[I-:1].[OH2:24]>>[CH2:2]1[C:17]([c:10]2[c:9]([O:8][CH3:7])[cH:14][cH:13][cH:12][c:11]2[O:15][CH3:16])([C:18](=[O:19])[O:20][CH2:21][CH3:22])[CH2:23]1.